Dataset: the Open Reaction Database (ORD), a public repository of structured organic reaction records. Task: describe an organic reaction: reactants, conditions, products, and yield The reactants are CC1=CC=C(C=N1)O (6-methylpyridin-3-ol), FC1=CC(=CC=C1)[N+](=O)[O-] (1-fluoro-3-nitrobenzene), C([O-])([O-])=O.[K+].[K+] (potassium carbonate), CN(C=O)C (N,N-dimethylformamide). Run in O (water). Conditions: temperature 140 celsius, time 4 hour. Yields the product CC1=NC=C(C=C1)OC1=CC(=CC=C1)[N+](=O)[O-] (2-methyl-5-(3-nitrophenoxy)pyridine). Isolated yield 77.2%. RXN SMILES: [CH3:1][C:2]1[N:7]=[CH:6][C:5]([OH:8])=[CH:4][CH:3]=1.F[C:10]1[CH:15]=[CH:14][CH:13]=[C:12]([N+:16]([O-:18])=[O:17])[CH:11]=1.C(=O)([O-])[O-].[K+].[K+].CN(C)C=O>O>[CH3:1][C:2]1[CH:3]=[CH:4][C:5]([O:8][C:10]2[CH:15]=[CH:14][CH:13]=[C:12]([N+:16]([O-:18])=[O:17])[CH:11]=2)=[CH:6][N:7]=1 |f:2.3.4|. Reported procedure: A mixture of 6-methylpyridin-3-ol (17.6 g, 161 mmol), 1-fluoro-3-nitrobenzene (25.0 g, 177 mmol), potassium carbonate (66.8 g, 483 mmol) and N,N-dimethylformamide (200 mL) was stirred at 90° C. for 13 hr, 120° C. for 5 hr and 140° C. for 4 hr. The reaction mixture was diluted with water and extracted with ethyl acetate (×3). The organic layer was washed with saturated brine, dried over anhydrous magnesium sulfate and filtrated. The filtrate was concentrated under reduced pressure, and the residu...